From a dataset of the Open Reaction Database (ORD), a public repository of structured organic reaction records. describe an organic reaction: reactants, conditions, products, and yield The reactants are Nc1cc(Br)c(F)cc1F, O=C(N=C=S)c1ccccc1, CC(C)=O. Product: O=C(NC(=S)Nc1cc(Br)c(F)cc1F)c1ccccc1. RXN SMILES: [Br:1][c:2]1[c:3]([F:10])[cH:4][c:5]([F:9])[c:6]([NH2:7])[cH:8]1.[C:11]([c:12]1[cH:13][cH:14][cH:15][cH:16][cH:17]1)(=[O:18])[N:19]=[C:20]=[S:21].[CH3:22][C:23](=[O:24])[CH3:25]>>[Br:1][c:2]1[c:3]([F:10])[cH:4][c:5]([F:9])[c:6]([NH:7][C:20]([NH:19][C:11]([c:12]2[cH:13][cH:14][cH:15][cH:16][cH:17]2)=[O:18])=[S:21])[cH:8]1. Starting materials: C(C1=CC=CC=C1)(=O)N(CCNC(=O)C=1C=2CCNC2C=CC1)CCC(C1=CC=CC=C1)C1=CC=CC=C1 (N-{2-[benzoyl(3,3-diphenylpropyl)amino]ethyl}-4-indolinecarboxamide), C(C)(C)(C)N=P1(N(CCCN1C)C)N(CC)CC (2-(tert-butylimino)-2-diethylamino-1,3-dimethylperhydro-1,3,2-diazaphosphorine), BrCC(=O)OCC (ethyl bromoacetate). Run in CCOC(=O)C (EtOAc), CN(C)C=O (DMF). Run at time 40 hour. Product: C(C1=CC=CC=C1)(=O)N(CCNC(=O)C1=C2CCN(C2=CC=C1)CC(=O)OCC)CCC(C1=CC=CC=C1)C1=CC=CC=C1 (ethyl {4-[({2-[benzoyl(3,3-diphenylpropyl)amino]ethyl}amino)-carbonyl]-2,3-dihydro-1H-indol-1-yl}acetate). Reaction SMILES: [C:1]([N:9]([CH2:24][CH2:25][CH:26]([C:33]1[CH:38]=[CH:37][CH:36]=[CH:35][CH:34]=1)[C:27]1[CH:32]=[CH:31][CH:30]=[CH:29][CH:28]=1)[CH2:10][CH2:11][NH:12][C:13]([C:15]1[C:16]2[CH2:17][CH2:18][NH:19][C:20]=2[CH:21]=[CH:22][CH:23]=1)=[O:14])(=[O:8])[C:2]1[CH:7]=[CH:6][CH:5]=[CH:4][CH:3]=1.C(N=P1(N(CC)CC)N(C)CCCN1C)(C)(C)C.Br[CH2:58][C:59]([O:61][CH2:62][CH3:63])=[O:60]>CN(C=O)C.CCOC(C)=O>[C:1]([N:9]([CH2:24][CH2:25][CH:26]([C:27]1[CH:32]=[CH:31][CH:30]=[CH:29][CH:28]=1)[C:33]1[CH:34]=[CH:35][CH:36]=[CH:37][CH:38]=1)[CH2:10][CH2:11][NH:12][C:13]([C:15]1[CH:23]=[CH:22][CH:21]=[C:20]2[C:16]=1[CH2:17][CH2:18][N:19]2[CH2:58][C:59]([O:61][CH2:62][CH3:63])=[O:60])=[O:14])(=[O:8])[C:2]1[CH:3]=[CH:4][CH:5]=[CH:6][CH:7]=1. Reported procedure: To a solution of N-{2-[benzoyl(3,3-diphenylpropyl)amino]ethyl}-4-indolinecarboxamide (77.0 mg) and 2-(tert-butylimino)-2-diethylamino-1,3-dimethylperhydro-1,3,2-diazaphosphorine (106 μL) in DMF (2.3 mL) was added ethyl bromoacetate (39 μL) and the mixture was stirred at ambient temperature for 40 hours. The resulting mixture was diluted with EtOAc (20 mL), washed successively with 1M HCl aqueous solution, saturated NaHCO3 aqueous solution and brine, dried over anhydrous MgSO4, filtered and evapo... Reactants: C(C)(=O)N\C(\C(=O)O)=C/OC ((Z)-2-acetylamino-3-methoxy-2-propenoic acid), CN1CCOCC1 (N-methylmorpholine), C(C1=CC=CC=C1)N (Benzylamine), C(C(C)C)OC(=O)Cl (isobutylchloroformate). The solvent is C(Cl)Cl (CH2Cl2), O1CCCC1 (tetrahydrofuran), O1CCCC1 (tetrahydrofuran). Run at time 20 minute. Product: C(C)(=O)N\C(\C(=O)NCC1=CC=CC=C1)=C/OC ((Z)-2-acetylamino-N-benzyl-3-methoxypropenamide). Reaction SMILES: [C:1]([NH:4]/[C:5](=[CH:9]\[O:10][CH3:11])/[C:6]([OH:8])=O)(=[O:3])[CH3:2].CN1CCOCC1.C(OC(Cl)=O)C(C)C.[CH2:27]([NH2:34])[C:28]1[CH:33]=[CH:32][CH:31]=[CH:30][CH:29]=1>C(Cl)Cl.O1CCCC1>[C:1]([NH:4]/[C:5](=[CH:9]\[O:10][CH3:11])/[C:6]([NH:34][CH2:27][C:28]1[CH:33]=[CH:32][CH:31]=[CH:30][CH:29]=1)=[O:8])(=[O:3])[CH3:2]. Procedure details: To a solution of (D1) (20 g, 0.125 mol) in CH2Cl2 (300 ml, 15 vol) and tetrahydrofuran (THF) (100 ml, 5 vol), N-methylmorpholine (NMM) (16.6 ml, 0.15 mol) was added slowly at −40° C. After 20 min, isobutylchloroformate (IBCF) (19.67 ml, 0.15 mol) was added at same temperature and stirred for 20 min. Benzylamine (16.5 ml, 0.15 mol) in tetrahydrofuran (40 ml) was added at −40° C., then the reaction mixture was stirred for 1 h and allowed to room temperature. Solvent was evaporated under reduced pr... Reactants: BrCCCCCCCCC (1-bromononane), C([O-])([O-])=O.[K+].[K+] (potassium carbonate), CN(C=O)C (dimethylformamide), CCCCCC (Hexane). Solvent: O (water). Conditions: temperature 80 celsius. The product is C(CCCCCCCC)OC1=C(C=O)C=CC=C1 (2-nonyloxybenzaldehyde). Reaction SMILES: Br[CH2:2][CH2:3][CH2:4][CH2:5][CH2:6][CH2:7][CH2:8][CH2:9][CH3:10].[C:11](=[O:14])([O-])[O-].[K+].[K+].CN(C)[CH:19]=[O:20].[CH3:22][CH2:23][CH2:24][CH2:25][CH2:26]C>O>[CH2:2]([O:20][C:19]1[CH:26]=[CH:25][CH:24]=[CH:23][C:22]=1[CH:11]=[O:14])[CH2:3][CH2:4][CH2:5][CH2:6][CH2:7][CH2:8][CH2:9][CH3:10] |f:1.2.3|. Procedure: was alkylated by mixing this compound with 1-bromononane (180 g), anhydrous potassium carbonate and dimethylformamide 800 mL). This mixture was heated at 80° C. for 14 hours. Hexane and water were then added and the hexane extract was concentrated and the residue was distilled to yield the 2-nonyloxybenzaldehyde (210 g , bp 121° C. (0.3 mm Hg). A solution of 2-nonyloxybenzaldehyde prepared above (100 g) in ethanol (1000 mL) at 10° C. was reduced by treating with an excess of sodium borohydride (... Conditions: temperature 45 celsius, time 2 hour. Run in ClCCCl (1,2-dichloroethane). Reaction SMILES: [CH3:1][N:2]([CH3:19])[C:3](=[O:18])[C@H:4]([O:6][C:7]1[CH:16]=[CH:15][CH:14]=[C:13]2[C:8]=1[C:9](=O)[NH:10][CH:11]=[N:12]2)[CH3:5].C1(P(C2C=CC=CC=2)C2C=CC=CC=2)C=CC=CC=1.C(Cl)(Cl)(Cl)Cl.[S:44]1[CH:48]=[C:47]([CH2:49][N:50]2[C:58]3[C:53](=[CH:54][C:55]([NH2:59])=[CH:56][CH:57]=3)[CH:52]=[N:51]2)[N:46]=[CH:45]1>ClCCCl>[CH3:1][N:2]([CH3:19])[C:3](=[O:18])[C@H:4]([O:6][C:7]1[CH:16]=[CH:15][CH:14]=[C:13]2[C:8]=1[C:9]([NH:59][C:55]1[CH:54]=[C:53]3[C:58](=[CH:57][CH:56]=1)[N:50]([CH2:49][C:47]1[N:46]=[CH:45][S:44][CH:48]=1)[N:51]=[CH:52]3)=[N:10][CH:11]=[N:12]2)[CH3:5]. Isolated yield 59.0%. The reactants are S1C=NC(=C1)CN1N=CC2=CC(=CC=C12)N (1-(1,3-Thiazol-4-ylmethyl)-1H-indazol-5-amine), CN(C([C@@H](C)OC1=C2C(NC=NC2=CC=C1)=O)=O)C ((2R)—N,N-dimethyl-2-[(4-oxo-3,4-dihydroquinazolin-5-yl)oxy]propanamide), C1(=CC=CC=C1)P(C1=CC=CC=C1)C1=CC=CC=C1 (triphenylphosphine), C(Cl)(Cl)(Cl)Cl (carbon tetrachloride). Yields the product CN(C([C@@H](C)OC1=C2C(=NC=NC2=CC=C1)NC=1C=C2C=NN(C2=CC1)CC=1N=CSC1)=O)C ((2R)—N,N-dimethyl-2-[(4-{[1-(1,3-thiazol-4-ylmethyl)-1H-indazol-5-yl]amino}quinazolin-5-yl)oxy]propanamide). Procedure details: A mixture of (2R)—N,N-dimethyl-2-[(4-oxo-3,4-dihydroquinazolin-5-yl)oxy]propanamide (200 mg, 0.77 mmol), triphenylphosphine (603 mg, 2.3 mmol) and carbon tetrachloride (2.2 ml, 23 mmol) in 1,2-dichloroethane (5 ml) was stirred at 45° C. for 2 hours. 1-(1,3-Thiazol-4-ylmethyl)-1H-indazol-5-amine (184 mg, 0.8 mmol) was added and the solvents were evaporated under vacuum. Acetonitrile (5 ml) was added. The mixture was stirred at 75° C. for 2 hours. After cooling, the solvents were evaporated under ... Starting materials: Cc1ccccc1, ClCCl, CC1(C)OCCn2c1nc(C(=O)NCc1ccc(F)cc1N1C(=O)CCC1CN=[N+]=[N-])c(OCc1ccccc1)c2=O. Product: CC1(C)OCCn2c1nc(C(=O)NCc1ccc(F)cc1N1C(=O)CCC1CN=[N+]=[N-])c(O)c2=O. RXN SMILES: [CH3:43][c:44]1[cH:45][cH:46][cH:47][cH:48][cH:49]1.[Cl:50][CH2:51][Cl:52].[N:1](=[N+:2]=[N-:3])[CH2:4][CH:5]1[N:6]([c:11]2[c:12]([CH2:13][NH:14][C:15](=[O:16])[c:17]3[n:18][c:19]4[n:24]([c:25](=[O:35])[c:26]3[O:27][CH2:28][c:29]3[cH:30][cH:31][cH:32][cH:33][cH:34]3)[CH2:23][CH2:22][O:21][C:20]4([CH3:36])[CH3:37])[cH:38][cH:39][c:40]([F:42])[cH:41]2)[C:7](=[O:10])[CH2:8][CH2:9]1>>[N:1](=[N+:2]=[N-:3])[CH2:4][CH:5]1[N:6]([c:11]2[c:12]([CH2:13][NH:14][C:15](=[O:16])[c:17]3[n:18][c:19]4[n:24]([c:25](=[O:35])[c:26]3[OH:27])[CH2:23][CH2:22][O:21][C:20]4([CH3:36])[CH3:37])[cH:38][cH:39][c:40]([F:42])[cH:41]2)[C:7](=[O:10])[CH2:8][CH2:9]1. Reactants: ice water, S(O)(O)(=O)=O (sulfuric acid), ClC1=C(C=C2C(C(=CN(C2=N1)C1=C(C=C(C=C1)F)F)C(=O)O)=O)F (7-chloro-1-(2,4-difluorophenyl)-6-fluoro-4-oxo-1,4-dihydro-1,8-naphthyridine-3-carboxylic acid), [N+](=O)([O-])[O-].[K+] (potassium nitrate). Run at time 2 hour. The product is ClC1=C(C=C2C(C(=CN(C2=N1)C1=C(C=C(C(=C1)[N+](=O)[O-])F)F)C(=O)O)=O)F (7-chloro-6-fluoro-1-(2,4-difluoro-5-nitrophenyl)-1,4-dihydro-4-oxo-1,8-naphthyridine-3-carboxylic acid). Yield: 94.7%. RXN SMILES: S(=O)(=O)(O)O.[Cl:6][C:7]1[N:16]=[C:15]2[C:10]([C:11](=[O:28])[C:12]([C:25]([OH:27])=[O:26])=[CH:13][N:14]2[C:17]2[CH:22]=[CH:21][C:20]([F:23])=[CH:19][C:18]=2[F:24])=[CH:9][C:8]=1[F:29].[N+:30]([O-])([O-:32])=[O:31].[K+]>>[Cl:6][C:7]1[N:16]=[C:15]2[C:10]([C:11](=[O:28])[C:12]([C:25]([OH:27])=[O:26])=[CH:13][N:14]2[C:17]2[CH:22]=[C:21]([N+:30]([O-:32])=[O:31])[C:20]([F:23])=[CH:19][C:18]=2[F:24])=[CH:9][C:8]=1[F:29] |f:2.3|. Procedure details: To 25 ml of conc. sulfuric acid was added 6.0 grams of 7-chloro-1-(2,4-difluorophenyl)-6-fluoro-4-oxo-1,4-dihydro-1,8-naphthyridine-3-carboxylic acid. With ice cooling and stirring, to the solution was added 5.0 g of potassium nitrate in portions. The temperature was slowly elevated to 80° C. at which stirring was continued for 2 hours. The reaction solution was allowed to cool, poured into 200 g of ice water, and allowed to stand overnight. The precipitate was collected by filtration, washed wi... Reactants: C(C)(C)N(CC)C(C)C (diisopropylethylamine), benzotriazo-1-yloxytris(dimethylamino)phosphonium hexafluorophosphate, N1(C[C@@H](CCC1)C(=O)N1CCOCC1)C1CCNCC1 ((3R)-[1,4′]bipiperidinyl-3-yl-morpholin-4-yl-methanone), FC(C=1C=C2C(=CC(=NC2=CC1)C1=CC=C(C=C1)C(F)(F)F)C(=O)O)(F)F (6-trifluoromethyl-2-(4-trifluoromethyl-phenyl)-quinoline-4-carboxylic acid), O.ON1N=NC2=C1C=CC=C2 (1-hydroxybenzotriazole hydrate). Run in ClCCl (dichloromethane), ClCCl (dichloromethane). Reaction conditions: time 16 hour. Product: N1(CCOCC1)C(=O)[C@H]1CN(CCC1)C1CCN(CC1)C(=O)C1=CC(=NC2=CC=C(C=C12)C(F)(F)F)C1=CC=C(C=C1)C(F)(F)F ((3R)-[3-(Morpholine-4-carbonyl)-[1,4′]bipiperidinyl-1′-yl]-[6-trifluoromethyl-2-(4-trifluoromethyl-phenyl)-quinolin-4-yl]-methanone). Isolated yield 22.6%. RXN SMILES: [N:1]1([CH:15]2[CH2:20][CH2:19][NH:18][CH2:17][CH2:16]2)[CH2:6][CH2:5][CH2:4][C@@H:3]([C:7]([N:9]2[CH2:14][CH2:13][O:12][CH2:11][CH2:10]2)=[O:8])[CH2:2]1.[F:21][C:22]([F:47])([F:46])[C:23]1[CH:24]=[C:25]2[C:30](=[CH:31][CH:32]=1)[N:29]=[C:28]([C:33]1[CH:38]=[CH:37][C:36]([C:39]([F:42])([F:41])[F:40])=[CH:35][CH:34]=1)[CH:27]=[C:26]2[C:43](O)=[O:44].O.ON1C2C=CC=CC=2N=N1.C(N(C(C)C)CC)(C)C>ClCCl>[N:9]1([C:7]([C@@H:3]2[CH2:4][CH2:5][CH2:6][N:1]([CH:15]3[CH2:20][CH2:19][N:18]([C:43]([C:26]4[C:25]5[C:30](=[CH:31][CH:32]=[C:23]([C:22]([F:21])([F:46])[F:47])[CH:24]=5)[N:29]=[C:28]([C:33]5[CH:38]=[CH:37][C:36]([C:39]([F:42])([F:40])[F:41])=[CH:35][CH:34]=5)[CH:27]=4)=[O:44])[CH2:17][CH2:16]3)[CH2:2]2)=[O:8])[CH2:10][CH2:11][O:12][CH2:13][CH2:14]1 |f:2.3|. Procedure: To a solution of (3R)-[1,4′]bipiperidinyl-3-yl-morpholin-4-yl-methanone (0.314 mmol, 100 mg) and 6-trifluoromethyl-2-(4-trifluoromethyl-phenyl)-quinoline-4-carboxylic acid (0.346 mmol, 133 mg) in anhydrous dichloromethane was added 1-hydroxybenzotriazole hydrate (0.157 mmol, 21 mg) followed by diisopropylethylamine (0.942 mmol, 0.163 mL) then benzotriazo-1-yloxytris(dimethylamino)phosphonium hexafluorophosphate (BOP, 0.942 mmol, 417 mg). The solution was stirred at ambient temperature for 16 hr,... Reactants: C1(=CC=CC=C1)P(C1=CC=CC=C1)C1=CC=CC=C1 (triphenylphosphine), N(=[N+]=[N-])C1C(NC2=C(CC1)C=C(C=C2)F)=O (3-Azido-7-fluoro-2,3,4,5-tetrahydro-1H-1-benzazepin-2-one), O (Water). The solvent is O1CCCC1 (tetrahydrofuran). Conditions: time 2 hour. The product is NC1C(NC2=C(CC1)C=C(C=C2)F)=O (3-Amino-7-fluoro-2,3,4,5-tetrahydro-1 H-1-benzazepin-2-one). Yield: 80.4%. RXN SMILES: [N:1]([CH:4]1[CH2:10][CH2:9][C:8]2[CH:11]=[C:12]([F:15])[CH:13]=[CH:14][C:7]=2[NH:6][C:5]1=[O:16])=[N+]=[N-].C1(P(C2C=CC=CC=2)C2C=CC=CC=2)C=CC=CC=1.O>O1CCCC1>[NH2:1][CH:4]1[CH2:10][CH2:9][C:8]2[CH:11]=[C:12]([F:15])[CH:13]=[CH:14][C:7]=2[NH:6][C:5]1=[O:16]. Procedure: 3-Azido-7-fluoro-2,3,4,5-tetrahydro-1H-1-benzazepin-2-one (3.36 g, 15.3 mmol) (Step C) dissolved in dry tetrahydrofuran was treated with 4.00 g (15.3 mmol; leq) of triphenylphosphine and the resulting solution stirred at room temperature under nitrogen for 2 hours. Water (0.48 mL, 2eq) was added and the mixtured stirred at room temperature for 16 hours. Solvents were removed under vacuum and the residue purified by preparative HPLC on silica, eluting with methylene chloride/methanol (9:1) to aff...